This data is from the Open Reaction Database (ORD), a public repository of structured organic reaction records. The task is: describe an organic reaction: reactants, conditions, products, and yield Reactants: C1C(CC2=CC=CC=C12)NC(C=1C(C(=O)O)=CC=CC1)=O (N-Indan-2-yl-phthalamic acid). Reagents/catalysts: CN(C)C=1C=CN=CC1 (DMAP). The solvent is CN(C)C=O (DMF), O (H2O). Run at temperature 120 celsius. The product is C1C(CC2=CC=CC=C12)N1C(C2=CC=CC=C2C1=O)=O (2-Indan-2-yl-isoindole-1,3-dione). Isolated yield 615.9%. As a reaction SMILES: [CH2:1]1[C:9]2[C:4](=[CH:5][CH:6]=[CH:7][CH:8]=2)[CH2:3][CH:2]1[NH:10][C:11](=[O:21])[C:12]1[C:13](=[CH:17][CH:18]=[CH:19][CH:20]=1)[C:14]([OH:16])=O>CN(C=O)C.CN(C1C=CN=CC=1)C.O>[CH2:3]1[C:4]2[C:9](=[CH:8][CH:7]=[CH:6][CH:5]=2)[CH2:1][CH:2]1[N:10]1[C:14](=[O:16])[C:13]2[C:12](=[CH:20][CH:19]=[CH:18][CH:17]=2)[C:11]1=[O:21]. Procedure: To a solution of compound 747-B (1.8 g, 0.74 mmol) in DMF (20 mL) was added DMAP (0.782 g; 0.74 mmol) and the reaction mixture was heated at 120° C. for 18 h. The reaction mixture was cooled, diluted with H2O, and the precipitate filtered and dried under vacuo to afford 1.2 g of compound 747-C as a light brown solid. 1H-NMR (CDCl3) δ 3.18 (dd, 2H), 3.63 (dd, 2H), 5.16 (q, 1H), 7.14-7.24 (m, 4H), 7.68-7.77 (m, 2H), 7.79-7.90 (m, 2H); MS: m/z 264.1 (MH+).